The task is: describe an organic reaction: reactants, conditions, products, and yield. This data is from the Open Reaction Database (ORD), a public repository of structured organic reaction records. Starting materials: [C]=O (carbon monoxide), C(C)OC1=CC=C(C=C1)C (p-Ethoxy toluene), C(C)(C)(C)OOC(C)(C)C (di-tert-butyl peroxide), Pd(Xantphos)Cl2, [C]=O (carbon monoxide), C(C)O (ethanol). Run at temperature 120 celsius, time 16 hour. Yields the product C(C)OC1=CC=C(C=C1)CC(=O)OCC (ethyl p-ethoxyphenylacetate). Isolated yield 85.6%. As a reaction SMILES: [CH2:1]([O:3][C:4]1[CH:9]=[CH:8][C:7]([CH3:10])=[CH:6][CH:5]=1)[CH3:2].C(O[O:16][C:17]([CH3:20])(C)C)(C)(C)C.[C]=O.[CH2:23]([OH:25])C>>[CH2:1]([O:3][C:4]1[CH:9]=[CH:8][C:7]([CH2:10][C:23]([O:16][CH2:17][CH3:20])=[O:25])=[CH:6][CH:5]=1)[CH3:2] |^3:20|. Procedure details: p-Ethoxy toluene (2.04 g), ethanol (46 mg), di-tert-butyl peroxide (73 mg, 1 equivalent), and Pd(Xantphos)Cl2 (3.8 mg, 1 mol %) were added into a reaction kettle, into which 10 atm carbon monoxide was introduced. The reaction was heated to 120° C., and stirred at this constant temperature for 16 h. After the reaction was completed, carbon monoxide was discharged, and 89 mg ethyl p-ethoxyphenylacetate was obtained by column chromatography, in a yield of 86%. 1HNMR (400 MHz, CDCl3) δ 1.22 (t, J=7.... The reactants are CC(=O)O, COc1cc2nccc(Sc3ccc(Nc4nnc(-c5ccc(Cl)cc5)c5ccccc45)cc3)c2nc1OC, [Na+], [OH-], O. Yields the product COc1cc2nccc(Sc3ccc(Nc4nnc(-c5ccc(Cl)cc5)c5ccccc45)cc3)c2[nH]c1=O. RXN SMILES: [C:40]([OH:41])(=[O:42])[CH3:43].[Cl:1][c:2]1[cH:3][cH:4][c:5](-[c:8]2[n:9][n:10][c:11]([NH:18][c:19]3[cH:20][cH:21][c:22]([S:25][c:26]4[cH:27][cH:28][n:29][c:30]5[cH:31][c:32]([O:38][CH3:39])[c:33]([O:36][CH3:37])[n:34][c:35]45)[cH:23][cH:24]3)[c:12]3[cH:13][cH:14][cH:15][cH:16][c:17]23)[cH:6][cH:7]1.[Na+:45].[OH-:44].[OH2:46]>>[Cl:1][c:2]1[cH:3][cH:4][c:5](-[c:8]2[n:9][n:10][c:11]([NH:18][c:19]3[cH:20][cH:21][c:22]([S:25][c:26]4[cH:27][cH:28][n:29][c:30]5[cH:31][c:32]([O:38][CH3:39])[c:33](=[O:36])[nH:34][c:35]45)[cH:23][cH:24]3)[c:12]3[cH:13][cH:14][cH:15][cH:16][c:17]23)[cH:6][cH:7]1. The reactants are CCOC(=O)c1ccc(NCCCCCCCCCCCCCC[Si](C)(C)C)cc1, CCO, Cl, [K+], [OH-], O. The product is C[Si](C)(C)CCCCCCCCCCCCCCNc1ccc(C(=O)O)cc1. As a reaction SMILES: [CH3:1][Si:2]([CH2:3][CH2:4][CH2:5][CH2:6][CH2:7][CH2:8][CH2:9][CH2:10][CH2:11][CH2:12][CH2:13][CH2:14][CH2:15][CH2:16][NH:17][c:18]1[cH:19][cH:20][c:21]([C:22](=[O:23])[O:24][CH2:25][CH3:26])[cH:27][cH:28]1)([CH3:29])[CH3:30].[CH3:33][CH2:34][OH:35].[ClH:36].[K+:32].[OH-:31].[OH2:37]>>[CH3:1][Si:2]([CH2:3][CH2:4][CH2:5][CH2:6][CH2:7][CH2:8][CH2:9][CH2:10][CH2:11][CH2:12][CH2:13][CH2:14][CH2:15][CH2:16][NH:17][c:18]1[cH:19][cH:20][c:21]([C:22](=[O:23])[OH:24])[cH:27][cH:28]1)([CH3:29])[CH3:30]. Starting materials: CS(=O)(=O)[O-], CC(NCc1ccc(OCc2cccc(F)c2)cc1)C(N)=O, O=Cc1ccc(OCc2cccc(F)c2)cc1. The product is CS(=O)(=O)O, CC(NCc1ccc(OCc2cccc(F)c2)cc1)C(N)=O. RXN SMILES: [CH3:40][S:41]([O-:42])(=[O:43])=[O:44].[F:18][c:19]1[cH:20][c:21]([CH2:22][O:23][c:24]2[cH:25][cH:26][c:27]([CH2:28][NH:29][CH:30]([C:31](=[O:32])[NH2:33])[CH3:34])[cH:35][cH:36]2)[cH:37][cH:38][cH:39]1.[F:1][c:2]1[cH:3][c:4]([CH2:8][O:9][c:10]2[cH:11][cH:12][c:13]([CH:14]=[O:15])[cH:16][cH:17]2)[cH:5][cH:6][cH:7]1>>[CH3:40][S:41](=[O:42])(=[O:43])[OH:44].[F:18][c:19]1[cH:20][c:21]([CH2:22][O:23][c:24]2[cH:25][cH:26][c:27]([CH2:28][NH:29][CH:30]([C:31](=[O:32])[NH2:33])[CH3:34])[cH:35][cH:36]2)[cH:37][cH:38][cH:39]1.